Dataset: the Open Reaction Database (ORD), a public repository of structured organic reaction records. Task: describe an organic reaction: reactants, conditions, products, and yield The reactants are [N+](=O)([O-])C=1C=C(C=CC1)C=1C2CC2C(NN1)=O (2-(m-nitrophenyl)-3,4-diaza-bicyclo[4.1.0]hept-2-en-5-one), C1=CCCCC1 (cyclohexene). The reagents and catalysts are [Pd] (palladium on charcoal). Solvent: C(C)O (ethanol). The product is NC=1C=C(C=CC1)C=1C2CC2C(NN1)=O (2-(m-aminophenyl)-3,4-diaza-bicyclo[4.1.0]hept-2-en-5-one). Yield: 47.9%. As a reaction SMILES: [N+:1]([C:4]1[CH:5]=[C:6]([C:10]2[CH:11]3[CH:13]([C:14](=[O:17])[NH:15][N:16]=2)[CH2:12]3)[CH:7]=[CH:8][CH:9]=1)([O-])=O.C1CCCCC=1>[Pd].C(O)C>[NH2:1][C:4]1[CH:5]=[C:6]([C:10]2[CH:11]3[CH:13]([C:14](=[O:17])[NH:15][N:16]=2)[CH2:12]3)[CH:7]=[CH:8][CH:9]=1. Reported procedure: 20.4 g (88.2 millimoles) of 2-(m-nitrophenyl)-3,4-diaza-bicyclo[4.1.0]hept-2-en-5-one (see Example 32b), 300 ml of ethanol, 150 ml of cyclohexene and 4.2 g of 10% strength palladium on charcoal are refluxed for 12 hours. The catalyst is filtered off, the filtrate is concentrated and the residue is recrystallized from ethyl acetate/methanol. 8.5 g (48% of theory) of 2-(m-aminophenyl)-3,4-diaza-bicyclo[4.1.0]hept-2-en-5-one are obtained as beige crystals, of melting point 192°-193° C. Procedure: The title compound was prepared from 3-{(S)-1-[4-(6-fluoro-pyridin-3-yl)-phenyl]-ethyl}-(S)-6-(2-hydroxy-2-methyl-propyl)-6-phenyl-[1,3]oxazinan-2-one and L-prolinamide following a procedure analogous to that described in Example 53. Yield: 30% of theory; Mass spectrum (ESI+): m/z=543 [M+H]+. Reactants: FC1=CC=C(C=N1)C1=CC=C(C=C1)[C@H](C)N1C(O[C@](CC1)(C1=CC=CC=C1)CC(C)(C)O)=O (3-{(S)-1-[4-(6-fluoro-pyridin-3-yl)-phenyl]-ethyl}-(S)-6-(2-hydroxy-2-methyl-propyl)-6-phenyl-[1,3]oxazinan-2-one), N1[C@H](C(=O)N)CCC1 (L-prolinamide). Product: OC(C[C@@]1(CCN(C(O1)=O)[C@@H](C)C1=CC=C(C=C1)C=1C=CC(=NC1)N1[C@@H](CCC1)C(=O)N)C1=CC=CC=C1)(C)C ((S)-1-[5-(4-{(S)-1-[(S)-6-(2-Hydroxy-2-methyl-propyl)-2-oxo-6-phenyl-[1,3]oxazinan-3-yl]-ethyl}-phenyl)-pyridin-2-yl]-pyrrolidine-2-carboxylic acid amide). The yield is 30.0%. RXN SMILES: F[C:2]1[N:7]=[CH:6][C:5]([C:8]2[CH:13]=[CH:12][C:11]([C@@H:14]([N:16]3[CH2:21][CH2:20][C@:19]([CH2:28][C:29]([OH:32])([CH3:31])[CH3:30])([C:22]4[CH:27]=[CH:26][CH:25]=[CH:24][CH:23]=4)[O:18][C:17]3=[O:33])[CH3:15])=[CH:10][CH:9]=2)=[CH:4][CH:3]=1.[NH:34]1[CH2:41][CH2:40][CH2:39][C@H:35]1[C:36]([NH2:38])=[O:37]>>[OH:32][C:29]([CH3:31])([CH3:30])[CH2:28][C@@:19]1([C:22]2[CH:27]=[CH:26][CH:25]=[CH:24][CH:23]=2)[O:18][C:17](=[O:33])[N:16]([C@H:14]([C:11]2[CH:12]=[CH:13][C:8]([C:5]3[CH:4]=[CH:3][C:2]([N:34]4[CH2:41][CH2:40][CH2:39][C@H:35]4[C:36]([NH2:38])=[O:37])=[N:7][CH:6]=3)=[CH:9][CH:10]=2)[CH3:15])[CH2:21][CH2:20]1. The yield is 23.4%. The product is O(C1=CC=CC=C1)C=1C=C(C=CC1)CC(CN1CC(OC(C1)C)C)C (4-[3-(m-phenoxyphenyl)-2-methylpropyl]-2,6-dimethylmorpholine). Procedure: 2,6-Dimethylmorpholine (1.16 g) was added to 3-(m-phenoxyphenyl)-2-methylpropyl p-toluenesulfonate (0.8 g) at room temperature, and the resultant mixture was stirred at 100° C. for 30 minutes. The reaction mixture was made basic with addition of water (100 ml) and 15% aqueous sodium hydroxide solution (10 ml) thereto and extracted with diethyl ether (50 ml×3). The ether extracts were combined together, washed with saturated aqueous sodium chloride solution, dried over magnesium sulfate and conce... The solvent is O (water). As a reaction SMILES: [CH3:1][CH:2]1[O:7][CH:6]([CH3:8])[CH2:5][NH:4][CH2:3]1.C1(C)C=CC(S(O[CH2:19][CH:20]([CH3:35])[CH2:21][C:22]2[CH:27]=[CH:26][CH:25]=[C:24]([O:28][C:29]3[CH:34]=[CH:33][CH:32]=[CH:31][CH:30]=3)[CH:23]=2)(=O)=O)=CC=1.[OH-].[Na+]>O>[O:28]([C:24]1[CH:23]=[C:22]([CH2:21][CH:20]([CH3:35])[CH2:19][N:4]2[CH2:5][CH:6]([CH3:8])[O:7][CH:2]([CH3:1])[CH2:3]2)[CH:27]=[CH:26][CH:25]=1)[C:29]1[CH:30]=[CH:31][CH:32]=[CH:33][CH:34]=1 |f:2.3|. Starting materials: [OH-].[Na+] (sodium hydroxide), CC1CNCC(O1)C (2,6-Dimethylmorpholine), C1(=CC=C(C=C1)S(=O)(=O)OCC(CC1=CC(=CC=C1)OC1=CC=CC=C1)C)C (3-(m-phenoxyphenyl)-2-methylpropyl p-toluenesulfonate), resultant mixture. Starting materials: ClC=1C=CC(=C(/C=C/C(=O)OC)C1)NS(=O)(=O)C1=CC=CC=C1 (methyl trans-5-chloro-2-(phenylsulfonylamino)cinnamate), Br.BrCC(=O)C=1SC=CN1 (2-bromoacetylthiazole hydrobromide). The product is COC(CC1=C(NC2=CC=C(C=C12)Cl)C(=O)C=1SC=CN1)=O (Methyl[5-chloro-2-(thiazole-2-carbonyl)-1H-indol-3-yl]acetate). RXN SMILES: [Cl:1][C:2]1[CH:3]=[CH:4][C:5]([NH:14]S(C2C=CC=CC=2)(=O)=O)=[C:6]([CH:13]=1)/[CH:7]=[CH:8]/[C:9]([O:11][CH3:12])=[O:10].Br.Br[CH2:26][C:27]([C:29]1[S:30][CH:31]=[CH:32][N:33]=1)=[O:28]>>[CH3:12][O:11][C:9](=[O:10])[CH2:8][C:7]1[C:6]2[C:5](=[CH:4][CH:3]=[C:2]([Cl:1])[CH:13]=2)[NH:14][C:26]=1[C:27]([C:29]1[S:30][CH:31]=[CH:32][N:33]=1)=[O:28] |f:1.2|. Reported procedure: The title compound was prepared according to the procedure described in step 2 of Example 8 (Method A) from methyl trans-5-chloro-2-(phenylsulfonylamino)cinnamate (Example 36, step 3) and 2-bromoacetylthiazole hydrobromide (A. Dondoni, A. Marra, and P. Merino, J. Am. Chem. Soc., 1994, 116, 3324).